Dataset: the Open Reaction Database (ORD), a public repository of structured organic reaction records. Task: describe an organic reaction: reactants, conditions, products, and yield Starting materials: O=C[C@H](O)[C@@H](O)[C@H](O)[C@H](O)CO (glucose), CCCCCCCCCCCCCC(=O)NCC(=O)N[C@@H](CCCCN)C(=O)N[C@@H](CCC(=O)O)C(=O)N[C@@H](C)C(=O)N1CCC[C@H]1C(=O)N2CCC[C@H]2C(=O)N[C@@H](C)C(=O)N3CCC[C@H]3C(=O)N4CCC[C@H]4C(=O)N[C@@H](CCC(=O)N)C(=O)N[C@@H](COP(=O)(O)O)C(=O)N5CCC[C@H]5C(=O)N (L803-mts). Conditions: time 1 hour. Yields the product C([C@@H]1[C@H]([C@@H]([C@H]([C@@H](O1)O)O)O)O)OP(=O)(O)O (G6P). RXN SMILES: [O:1]=[CH:2][C@@H:3]([C@H:5]([C@@H:7]([C@@H:9]([CH2:11][OH:12])[OH:10])[OH:8])[OH:6])[OH:4].CCCCCCCCCCCCCC(NCC(N[C@H](C(N[C@H](C(N[C@H](C(N1[C@H](C(N2[C@H](C(N[C@H](C(N3[C@H](C(N4[C@H](C(N[C@H](C(N[C@H](C(N5[C@H](C(N)=O)CCC5)=O)C[O:100][P:101](O)([OH:103])=[O:102])=O)CCC(N)=O)=O)CCC4)=O)CCC3)=O)C)=O)CCC2)=O)CCC1)=O)C)=O)CCC(O)=O)=O)CCCCN)=O)=O>>[CH2:11]([O:12][P:101]([OH:103])([OH:102])=[O:100])[C@H:9]1[O:10][C@@H:2]([OH:1])[C@H:3]([OH:4])[C@@H:5]([OH:6])[C@@H:7]1[OH:8]. Reported procedure: HEK 293 cells were grown in 10 cm plates with Dulbecco's modified Eagle medium (DMEM) supplemented with 10% fetal calf serum (FCS). On the day of the experiment, cells were incubated with low glucose medium supplemented with 0.5% FCS for 1 hour, followed by the addition of the conjugate L803-mts or its respective controls LE803-mts and LS803-mts at various concentrations, for additional 2.5 hours. A vehicle control of DMSO (0.1% DMSO) was also tested. Cells were thereafter washed twice with ice-... Starting materials: CC(C)C(C)O, Cc1ccccc1, CC(C)(C)OC(=O)N1CCOc2nc(Cl)ccc2C1, [H-], [Na+], O=C(C=Cc1ccccc1)C=Cc1ccccc1, O=C(C=Cc1ccccc1)C=Cc1ccccc1, O=C(C=Cc1ccccc1)C=Cc1ccccc1, O, [Pd], [Pd], c1ccc(P(c2ccccc2)c2ccc3ccccc3c2-c2c(P(c3ccccc3)c3ccccc3)ccc3ccccc23)cc1. The product is CC(C)C(C)Oc1ccc2c(n1)OCCN(C(=O)OC(C)(C)C)C2. As a reaction SMILES: [CH3:1][CH:2]([CH:3]([CH3:4])[OH:5])[CH3:6].[CH3:74][c:75]1[cH:76][cH:77][cH:78][cH:79][cH:80]1.[Cl:9][c:10]1[cH:11][cH:12][c:13]2[c:19]([n:20]1)[O:18][CH2:17][CH2:16][N:15]([C:21](=[O:22])[O:23][C:24]([CH3:25])([CH3:26])[CH3:27])[CH2:14]2.[H-:7].[Na+:8].[O:101]=[C:102]([CH:103]=[CH:104][c:105]1[cH:106][cH:107][cH:108][cH:109][cH:110]1)[CH:111]=[CH:112][c:113]1[cH:114][cH:115][cH:116][cH:117][cH:118]1.[O:119]=[C:120]([CH:121]=[CH:122][c:123]1[cH:124][cH:125][cH:126][cH:127][cH:128]1)[CH:129]=[CH:130][c:131]1[cH:132][cH:133][cH:134][cH:135][cH:136]1.[O:83]=[C:84]([CH:85]=[CH:86][c:87]1[cH:88][cH:89][cH:90][cH:91][cH:92]1)[CH:93]=[CH:94][c:95]1[cH:96][cH:97][cH:98][cH:99][cH:100]1.[OH2:137].[Pd:81].[Pd:82].[cH:28]1[cH:29][cH:30][c:31]([P:32]([c:33]2[cH:34][cH:35][c:36]3[c:37]([cH:38][cH:39][cH:40][cH:41]3)[c:42]2-[c:43]2[c:44]3[c:45]([cH:46][cH:47][cH:48][cH:49]3)[cH:50][cH:51][c:52]2[P:53]([c:54]2[cH:55][cH:56][cH:57][cH:58][cH:59]2)[c:60]2[cH:61][cH:62][cH:63][cH:64][cH:65]2)[c:66]2[cH:67][cH:68][cH:69][cH:70][cH:71]2)[cH:72][cH:73]1>>[CH3:1][CH:2]([CH:3]([CH3:4])[O:5][c:10]1[cH:11][cH:12][c:13]2[c:19]([n:20]1)[O:18][CH2:17][CH2:16][N:15]([C:21](=[O:22])[O:23][C:24]([CH3:25])([CH3:26])[CH3:27])[CH2:14]2)[CH3:6].